Task: describe an organic reaction: reactants, conditions, products, and yield. Dataset: the Open Reaction Database (ORD), a public repository of structured organic reaction records The reactants are C(C)OC1=C(C=C(C=C1)[C@H]1[C@@H](CC=CC1)[N+](=O)[O-])OCC ((+/−)-trans-1,2-diethoxy-4-(2-nitrocyclohex-4-enyl)benzene), [O-]CC.[Na+] (sodium ethoxide), ice, Cl (hydrochloric acid), NC(=O)N (urea). The solvent is C(C)O (ethanol), O (water), C(C)O (ethanol). Run at time 20 minute. The product is C(C)OC=1C=C(C=CC1OCC)C1C(CC=CC1)=O (2-(3,4-diethoxyphenyl)cyclohex-4-enone). Reaction SMILES: [CH2:1]([O:3][C:4]1[CH:9]=[CH:8][C:7]([C@@H:10]2[CH2:15][CH:14]=[CH:13][CH2:12][C@H:11]2[N+]([O-])=O)=[CH:6][C:5]=1[O:19][CH2:20][CH3:21])[CH3:2].[O-:22]CC.[Na+].Cl.NC(N)=O>C(O)C.O>[CH2:20]([O:19][C:5]1[CH:6]=[C:7]([CH:10]2[CH2:15][CH:14]=[CH:13][CH2:12][C:11]2=[O:22])[CH:8]=[CH:9][C:4]=1[O:3][CH2:1][CH3:2])[CH3:21] |f:1.2|. Procedure: 15.0 g of (+/−)-trans-1,2-diethoxy-4-(2-nitrocyclohex-4-enyl)benzene are dissolved in 375 ml of ethanol and added dropwise to 42 ml of 20% strength sodium ethoxide solution. The mixture is stirred at RT for 20 min. and then added dropwise to an ice-cooled solution of 67.5 ml of conc. hydrochloric acid and 1.35 g of urea in 225 ml of water and 170 ml of ethanol. The solution is extracted with water/dichloromethane and the organic phase is dried with sodium sulfate and concentrated under reduced p... Reactants: [BH4-], COc1cc2ncnc(N3CCC(n4c(=O)c5cc(C(C)=O)ccc5n(C)c4=O)CC3)c2cc1OC, CO, ClC(Cl)Cl, [Na+], O. The product is COc1cc2ncnc(N3CCC(n4c(=O)c5cc(C(C)O)ccc5n(C)c4=O)CC3)c2cc1OC. As a reaction SMILES: [BH4-:43].[C:7]([CH3:8])(=[O:9])[c:10]1[cH:11][c:12]2[c:13](=[O:42])[n:14]([CH:22]3[CH2:23][CH2:24][N:25]([c:28]4[n:29][cH:30][n:31][c:32]5[cH:33][c:34]([O:40][CH3:41])[c:35]([O:38][CH3:39])[cH:36][c:37]45)[CH2:26][CH2:27]3)[c:15](=[O:21])[n:16]([CH3:20])[c:17]2[cH:18][cH:19]1.[CH3:1][OH:2].[CH:3]([Cl:4])([Cl:5])[Cl:6].[Na+:44].[OH2:45]>>[CH:7]([CH3:8])([OH:9])[c:10]1[cH:11][c:12]2[c:13](=[O:42])[n:14]([CH:22]3[CH2:23][CH2:24][N:25]([c:28]4[n:29][cH:30][n:31][c:32]5[cH:33][c:34]([O:40][CH3:41])[c:35]([O:38][CH3:39])[cH:36][c:37]45)[CH2:26][CH2:27]3)[c:15](=[O:21])[n:16]([CH3:20])[c:17]2[cH:18][cH:19]1. Starting materials: CS(C)=O, Oc1ccc2c(c1)CCN(C1CCC1)CC2, CNC(=O)c1ccc(Cl)nc1, [H-], [Na+]. Product: CNC(=O)c1ccc(Oc2ccc3c(c2)CCN(C2CCC2)CC3)nc1. RXN SMILES: [CH3:30][S:31](=[O:32])[CH3:33].[CH:3]1([N:7]2[CH2:8][CH2:9][c:10]3[c:11]([cH:14][c:15]([OH:18])[cH:16][cH:17]3)[CH2:12][CH2:13]2)[CH2:4][CH2:5][CH2:6]1.[Cl:19][c:20]1[n:21][cH:22][c:23]([C:24](=[O:25])[NH:26][CH3:27])[cH:28][cH:29]1.[H-:1].[Na+:2]>>[CH:3]1([N:7]2[CH2:8][CH2:9][c:10]3[c:11]([cH:14][c:15]([O:18][c:20]4[n:21][cH:22][c:23]([C:24](=[O:25])[NH:26][CH3:27])[cH:28][cH:29]4)[cH:16][cH:17]3)[CH2:12][CH2:13]2)[CH2:4][CH2:5][CH2:6]1. The reactants are COC=1C=CC2=C(CCN(C(N2)=O)C2CCN(CC2)C2=CC(=NC=N2)C(=O)O)C1 (6-[4-(7-methoxy-2-oxo-1,2,4,5-tetrahydro-1,3-benzodiazepin-3-yl)-piperidin-1-yl]-pyrimidine-4-carboxylic acid), CC1(C2=C(CNC1)SC=C2)C (4,4-dimethyl-4,5,6,7-tetra-hydro-thieno[2,3-c]pyridine), TEA, CN(C)C(=[N+](C)C)ON1C2=C(C=CC=C2)N=N1.[B-](F)(F)(F)F (TBTU). The solvent is CN(C)C=O (DMF). Product: CC1(C2=C(CN(C1)C(=O)C1=CC(=NC=N1)N1CCC(CC1)N1C(NC3=C(CC1)C=C(C=C3)OC)=O)SC=C2)C (3-{1-[6-(4,4-dimethyl-4.7-dihydro-5H-thieno[2,3-c]pyridin-6-carbonyl)-pyrimidin-4-yl]-piperidin-4-yl}-7-methoxy-1,3,4,5-tetrahydro-1,3-benzodiazepin-2-one). RXN SMILES: [CH3:1][O:2][C:3]1[CH:4]=[CH:5][C:6]2[NH:12][C:11](=[O:13])[N:10]([CH:14]3[CH2:19][CH2:18][N:17]([C:20]4[N:25]=[CH:24][N:23]=[C:22]([C:26]([OH:28])=O)[CH:21]=4)[CH2:16][CH2:15]3)[CH2:9][CH2:8][C:7]=2[CH:29]=1.[CH3:30][C:31]1([CH3:40])[CH2:36][NH:35][CH2:34][C:33]2[S:37][CH:38]=[CH:39][C:32]1=2.CN(C(ON1N=NC2C=CC=CC1=2)=[N+](C)C)C.[B-](F)(F)(F)F>CN(C=O)C>[CH3:30][C:31]1([CH3:40])[CH2:36][N:35]([C:26]([C:22]2[N:23]=[CH:24][N:25]=[C:20]([N:17]3[CH2:16][CH2:15][CH:14]([N:10]4[CH2:9][CH2:8][C:7]5[CH:29]=[C:3]([O:2][CH3:1])[CH:4]=[CH:5][C:6]=5[NH:12][C:11]4=[O:13])[CH2:19][CH2:18]3)[CH:21]=2)=[O:28])[CH2:34][C:33]2[S:37][CH:38]=[CH:39][C:32]1=2 |f:2.3|. Reported procedure: 84 mg (0.21 mmol) 6-[4-(7-methoxy-2-oxo-1,2,4,5-tetrahydro-1,3-benzodiazepin-3-yl)-piperidin-1-yl]-pyrimidine-4-carboxylic acid, 40 mg (0.24 mmol) 4,4-dimethyl-4,5,6,7-tetra-hydro-thieno[2,3-c]pyridine, 34 μL (0.24 mmol) TEA and 77 mg (0.24 mmol) TBTU were stirred in 1 mL DMF overnight at RT. The reaction mixture was purified by HPLC. The product-containing fractions were combined and freeze-dried.